From a dataset of the Open Reaction Database (ORD), a public repository of structured organic reaction records. describe an organic reaction: reactants, conditions, products, and yield Reactants: C(C(C)C)C1=CC=C(C=C1)C(C#N)C (2-(4-isobutylphenyl)propionitrile), Cl (HCl), C(C)OCC.CO (diethyl ether methyl alcohol). Reaction conditions: temperature 2.5 celsius, time 8 hour. Product: Cl.C(C(C)C)C1=CC=C(C=C1)C(C(=O)N)C (2-(4-isobutylphenyl)propionamide hydrochloride). Yield: 75.0%. Reaction SMILES: [CH2:1]([C:5]1[CH:10]=[CH:9][C:8]([CH:11]([CH3:14])[C:12]#[N:13])=[CH:7][CH:6]=1)[CH:2]([CH3:4])[CH3:3].[ClH:15].C([O:18]CC)C.CO>>[ClH:15].[CH2:1]([C:5]1[CH:6]=[CH:7][C:8]([CH:11]([CH3:14])[C:12]([NH2:13])=[O:18])=[CH:9][CH:10]=1)[CH:2]([CH3:4])[CH3:3] |f:2.3,4.5|. Procedure details: A solution of 2-(4-isobutylphenyl)propionitrile (0.2 g; 1.07 mmol) in a (1:1) diethyl ether/methyl alcohol mixture (20 mL) is cooled at T=0-5° C. and gaseous HCl is bubbled into the solution for 1 h. Then the temperature is left to arise to r.t. and the mixture stirred overnight. After solvent evaporation under reduced pressure, the crude is dissolved in methyl alcohol (10 mL) and cooled at T=0-5° C. Ammonia is bubbled into for 1 h and the resulting mixture is left stirring overnight at r.t. Aft... Starting materials: [K] (potassium), C(C)(C)(C)C1=C(C(=CC=C1)C(C)(C)C)O (2,6-di-t-butylphenol), C(C=C)(=O)OC (methyl acrylate). Solvent: C(C)(C)(C)O (t-butyl alcohol). Reaction conditions: temperature 50 celsius. Yields the product C(C)(C)(C)C=1C=C(C=C(C1O)C(C)(C)C)CCC(=O)OC (methyl 3-(3,5-di-t-butyl-4-hydroxyphenyl)propionate). Reaction SMILES: [K].[C:2]([C:6]1[CH:11]=[CH:10][CH:9]=[C:8]([C:12]([CH3:15])([CH3:14])[CH3:13])[C:7]=1[OH:16])([CH3:5])([CH3:4])[CH3:3].[C:17]([O:21][CH3:22])(=[O:20])[CH:18]=[CH2:19]>C(O)(C)(C)C>[C:12]([C:8]1[CH:9]=[C:10]([CH2:19][CH2:18][C:17]([O:21][CH3:22])=[O:20])[CH:11]=[C:6]([C:2]([CH3:5])([CH3:4])[CH3:3])[C:7]=1[OH:16])([CH3:15])([CH3:14])[CH3:13] |^1:0|. Procedure: To 500 parts by volume of dry t-butyl alcohol in a flask fitted with mechanical stirrer, inert gas inlet, thermometer, condenser and dropping funnel are added 2.1 parts of potassium metal. After the ensuing reaction is complete, there are added 37.3 parts of 2,6-di-t-butylphenol, followed rapidly by 17.7 parts of methyl acrylate. The stirred reaction mixture is heated to 50° C. for 18 hours and allowed to cool. The solvent is removed under reduced pressure and the residual mass neutralized by ad... The reactants are CCOCC (ether), BrC=1C=C2C=CC(=CC2=CC1)O (6-bromo-2-naphthol), N1C=NC=C1 (imidazole), C(C)(C)(C)[Si](Cl)(C)C (t-butyldimethylchlorosilane). The solvent is CN(C=O)C (dimethylformamide). The product is BrC=1C=C2C=CC(=CC2=CC1)O[Si](C)(C)C(C)(C)C (6-bromo-2-t-butyl-dimethylsilyloxy-naphthaline). Yield: 99.2%. Reaction SMILES: [Br:1][C:2]1[CH:3]=[C:4]2[C:9](=[CH:10][CH:11]=1)[CH:8]=[C:7]([OH:12])[CH:6]=[CH:5]2.N1C=CN=C1.[C:18]([Si:22]([CH3:25])([CH3:24])Cl)([CH3:21])([CH3:20])[CH3:19].CCOCC>CN(C)C=O>[Br:1][C:2]1[CH:3]=[C:4]2[C:9](=[CH:10][CH:11]=1)[CH:8]=[C:7]([O:12][Si:22]([C:18]([CH3:21])([CH3:20])[CH3:19])([CH3:25])[CH3:24])[CH:6]=[CH:5]2. Procedure: 10 g of 6-bromo-2-naphthol, 13.4 g of imidazole and 15 g of t-butyldimethylchlorosilane were stirred at room temperature in 75 ml of dimethylformamide for 18 hrs. Thereafter, 500 ml of ether were added thereto and the organic phase was washed 5 times with 100 ml of water each time. The organic phases were concentrated and the residue was dried in a high vacuum. 15.0 g of 6-bromo-2-t-butyl-dimethylsilyloxy-naphthaline were isolated as a yellowish solid. Yield: 99%. Mass spectrum (ISP): peaks inte... Reactants: C(=O)(O)[O-].[Na+] (NaHCO3), C[C@@]12CCC(C=C2[C@H](CCC1)C)=O (trans-6,10-dimethyl-bicyclo[4.4.0]dec-1-en-3-one), CC(C)(C)[O-].[K+] (potassium ter-butylate), aqueous solution, C(C)(=O)O (acetic acid). Solvent: C(C)(C)(C)O (ter-butanol). The product is CC12CCC(CC2=C(CCC1)C)=O (6,10-Dimethyl-bicyclo[4.4.0]dec-10-en-3-one). Yield: 90.0%. As a reaction SMILES: [CH3:1][C@@:2]12[CH2:11][CH2:10][CH2:9][C@H:8]([CH3:12])[C:7]1=[CH:6][C:5](=[O:13])[CH2:4][CH2:3]2.CC([O-])(C)C.[K+].C(O)(=O)C.C([O-])(O)=O.[Na+]>C(O)(C)(C)C>[CH3:1][C:2]12[CH2:11][CH2:10][CH2:9][C:8]([CH3:12])=[C:7]1[CH2:6][C:5](=[O:13])[CH2:4][CH2:3]2 |f:1.2,4.5|. Reported procedure: A solution of 2.0 g (11.5 mM) of trans-6,10-dimethyl-bicyclo[4.4.0]dec-1-en-3-one and 12.0 g (ca. 110 mM) of potassium ter-butylate in 75 ml of ter-butanol, has been stirred during 2 hr at room temperature under an inert atmosphere of nitrogen. 400 ml of a 10% aqueous solution of acetic acid were then added thereto and the thus obtained mixture rapidly neutralized with a saturated aqueous solution of NaHCO3. By extraction with ether followed by washing, drying, evaporation and purification by co... Reactants: S1C2=C(C=C1)C=C(C=C2)CCOCC(=O)O (2-(2-benzo[b]thiophen-5-ylethoxy)-acetic acid), ice, ice, B.[Na] (sodium boron hydride), C(C)(=O)OCC (ethyl acetate), Cl (hydrochloric acid). The solvent is O1CCCC1 (tetrahydrofuran), O (water). Run at time 10 minute. The product is S1C2=C(C=C1)C=C(C=C2)CCOCCO (2-(2-benzo[b]thiophen-5-ylethoxy)-1-ethanol). The yield is 92.1%. RXN SMILES: [S:1]1[CH:5]=[CH:4][C:3]2[CH:6]=[C:7]([CH2:10][CH2:11][O:12][CH2:13][C:14](O)=[O:15])[CH:8]=[CH:9][C:2]1=2.B.[Na].C(OCC)(=O)C.Cl>O1CCCC1.O>[S:1]1[CH:5]=[CH:4][C:3]2[CH:6]=[C:7]([CH2:10][CH2:11][O:12][CH2:13][CH2:14][OH:15])[CH:8]=[CH:9][C:2]1=2 |f:1.2,^1:17|. Reported procedure: In 27 mL of tetrahydrofuran is dissolved 2.70 g of 2-(2-benzo[b]thiophen-5-ylethoxy)-acetic acid. At an ice-cooled temperature, 0.65 g of sodium boron hydride is added to the solution, and stirred at the same temperature as above for 10 minutes. Then, at an ice-cooled temperature, 3.24 g of boron trifluoride diethyl ether complex is added to the reaction mixture over a period of 20 minutes, and the resulting mixture is stirred at the same temperature as above for 30 minutes and then at ambient t... The reactants are C(#C)C1=CN=C2N1C=C(C=C2)C2=CC=C(C=C2)C(F)(F)F (3-ethynyl-6-(4-trifluoromethyl-phenyl)-imidazo[1,2-a]pyridine), NC1=NC=C(C=C1)I (2-amino-5-iodopyridine). Yields the product FC(C1=CC=C(C=C1)C=1C=CC=2N(C1)C(=CN2)C#CC=2C=CC(=NC2)N)(F)F (5-[6-(4-Trifluoromethyl-phenyl)-imidazo[1,2-a]pyridin-3-ylethynyl]-pyridin-2-ylamine), solid. Isolated yield 53.0%. Reaction SMILES: [C:1]([C:3]1[N:7]2[CH:8]=[C:9]([C:12]3[CH:17]=[CH:16][C:15]([C:18]([F:21])([F:20])[F:19])=[CH:14][CH:13]=3)[CH:10]=[CH:11][C:6]2=[N:5][CH:4]=1)#[CH:2].[NH2:22][C:23]1[CH:28]=[CH:27][C:26](I)=[CH:25][N:24]=1>>[F:19][C:18]([F:20])([F:21])[C:15]1[CH:16]=[CH:17][C:12]([C:9]2[CH:10]=[CH:11][C:6]3[N:7]([C:3]([C:1]#[C:2][C:26]4[CH:27]=[CH:28][C:23]([NH2:22])=[N:24][CH:25]=4)=[CH:4][N:5]=3)[CH:8]=2)=[CH:13][CH:14]=1. Reported procedure: The title compound was prepared from 3-ethynyl-6-(4-trifluoromethyl-phenyl)-imidazo[1,2-a]pyridine (example C.24) (300 mg, 1.0 mmol) and commercially available 2-amino-5-iodopyridine (230 mg, 1.0 mmol) according to general procedure II. Obtained as a white solid (210 mg, 53%). MS (ISP) 379.2 [(M+H)+]; mp 241-244° C. Reactants: FC1=C(NC=2C(=CN(C(C2)=O)C)C(=O)NOCCO)C=CC(=C1)I (4-(2-Fluoro-4-iodoanilino)-N-(2-hydroxyethoxy)-1-methyl-6-oxo-1,6-dihydro-3-pyridinecarboxamide), C(C#C)O (propargyl alcohol). Reagents/catalysts: [Cu]I (CuI), Cl[Pd]([P](C1=CC=CC=C1)(C2=CC=CC=C2)C3=CC=CC=C3)([P](C4=CC=CC=C4)(C5=CC=CC=C5)C6=CC=CC=C6)Cl ((Ph3P)2PdCl2). Solvent: C1CCOC1 (THF), TEA. Run at time 15 hour. The product is FC1=C(NC=2C(=CN(C(C2)=O)C)C(=O)NOCCO)C=CC(=C1)C#CCO (4-[2-fluoro-4-(3-hydroxy-1-propynyl)anilino]-N-(2-hydroxyethoxy)-1-methyl-6-oxo-1,6-dihydro-3-pyridinecarboxamide), oil. The yield is 44.0%. As a reaction SMILES: [F:1][C:2]1[CH:23]=[C:22](I)[CH:21]=[CH:20][C:3]=1[NH:4][C:5]1[C:6]([C:13]([NH:15][O:16][CH2:17][CH2:18][OH:19])=[O:14])=[CH:7][N:8]([CH3:12])[C:9](=[O:11])[CH:10]=1.[CH2:25]([OH:28])[C:26]#[CH:27]>[Cu]I.Cl[Pd](Cl)([P](C1C=CC=CC=1)(C1C=CC=CC=1)C1C=CC=CC=1)[P](C1C=CC=CC=1)(C1C=CC=CC=1)C1C=CC=CC=1.C1COCC1>[F:1][C:2]1[CH:23]=[C:22]([C:27]#[C:26][CH2:25][OH:28])[CH:21]=[CH:20][C:3]=1[NH:4][C:5]1[C:6]([C:13]([NH:15][O:16][CH2:17][CH2:18][OH:19])=[O:14])=[CH:7][N:8]([CH3:12])[C:9](=[O:11])[CH:10]=1 |^1:33,52|. Reported procedure: 4-(2-Fluoro-4-iodoanilino)-N-(2-hydroxyethoxy)-1-methyl-6-oxo-1,6-dihydro-3-pyridinecarboxamide (330 mg, 0.74 mmol), CuI (3 mg, 0.01 mmol) and (Ph3P)2PdCl2 (104 mg, 0.01 mmol) were dissolved dry THF (2 mL) in a flask which was then flushed with nitrogen. A solution of propargyl alcohol (47 mg, 0.81 mmol) in TEA (2 mL) was added to the reaction, which was stirred at R.T. for 15 h. The solvent was removed under reduced pressure, then the residue purified by chromatography on silica gel (10% MeOH/C... Starting materials: CN(C=CC(=O)C1=CC(=CC=C1)C(F)(F)F)C (3-dimethylamino-3'-(trifluoromethyl)acrylophenone), NC1=NNC(=C1C#N)C#N (3-aminopyrazole-4,5-dicarbonitrile). Solvent: C(C)(=O)O (acetic acid). Product: C(#N)C=1C(=NN2C1N=CC=C2C=2C=C(C=CC2)C(F)(F)F)C#N (3-Cyano-7-(α,α,α-trifluoro-m-tolyl)pyrazolo-[1,5-a]pyrimidine-2-carbonitrile). RXN SMILES: C[N:2]([CH3:17])[CH:3]=[CH:4][C:5]([C:7]1[CH:12]=[CH:11][CH:10]=[C:9]([C:13]([F:16])([F:15])[F:14])[CH:8]=1)=O.[NH2:18][C:19]1[C:23](C#N)=[C:22]([C:26]#[N:27])[NH:21][N:20]=1>C(O)(=O)C>[C:19]([C:23]1[C:22]([C:26]#[N:27])=[N:21][N:20]2[C:5]([C:7]3[CH:8]=[C:9]([C:13]([F:14])([F:15])[F:16])[CH:10]=[CH:11][CH:12]=3)=[CH:4][CH:3]=[N:2][C:17]=12)#[N:18]. Reported procedure: A mixture of 4.86 g. of 3-dimethylamino-3'-(trifluoromethyl)acrylophenone, 50 ml. of glacial acetic acid and 2.66 g. of 3-aminopyrazole-4,5-dicarbonitrile is refluxed for 10 hours and the solvent removed under reduced pressure. The residue is treated with trifluoroacetic anhydride to give the product of the example. cl EXAMPLE 44